From a dataset of the Open Reaction Database (ORD), a public repository of structured organic reaction records. describe an organic reaction: reactants, conditions, products, and yield Reactants: CC(=O)CC(C)C, O=c1c2ccccc2nc(-c2ccccc2)n1CCCl, Cl, O=C(c1ccc(F)cc1)C1CCNCC1, [I-], [K+], [Na+], [Na+], O=C([O-])[O-]. Product: O=C(c1ccc(F)cc1)C1CCN(CCn2c(-c3ccccc3)nc3ccccc3c2=O)CC1. Reaction SMILES: [CH3:45][CH:46]([CH3:47])[CH2:48][C:49](=[O:50])[CH3:51].[Cl:1][CH2:2][CH2:3][n:4]1[c:5](-[c:15]2[cH:16][cH:17][cH:18][cH:19][cH:20]2)[n:6][c:7]2[cH:8][cH:9][cH:10][cH:11][c:12]2[c:13]1=[O:14].[ClH:21].[F:22][c:23]1[cH:24][cH:25][c:26]([C:29](=[O:30])[CH:31]2[CH2:32][CH2:33][NH:34][CH2:35][CH2:36]2)[cH:27][cH:28]1.[I-:44].[K+:43].[Na+:37].[Na+:38].[O-:39][C:40](=[O:41])[O-:42]>>[CH2:2]([CH2:3][n:4]1[c:5](-[c:15]2[cH:16][cH:17][cH:18][cH:19][cH:20]2)[n:6][c:7]2[cH:8][cH:9][cH:10][cH:11][c:12]2[c:13]1=[O:14])[N:34]1[CH2:33][CH2:32][CH:31]([C:29]([c:26]2[cH:25][cH:24][c:23]([F:22])[cH:28][cH:27]2)=[O:30])[CH2:36][CH2:35]1. The reactants are O=C([O-])[O-], CC#N, Clc1nc2ccccc2s1, [Cs+], [Cs+], OCCc1coc2cc(O)ccc12. Product: OCCc1coc2cc(Oc3nc4ccccc4s3)ccc12. Reaction SMILES: [C:14](=[O:15])([O-:16])[O-:17].[CH3:30][C:31]#[N:32].[Cl:20][c:21]1[s:22][c:23]2[c:24]([n:25]1)[cH:26][cH:27][cH:28][cH:29]2.[Cs+:18].[Cs+:19].[OH:1][CH2:2][CH2:3][c:4]1[cH:5][o:6][c:7]2[c:8]1[cH:9][cH:10][c:11]([OH:13])[cH:12]2>>[OH:1][CH2:2][CH2:3][c:4]1[cH:5][o:6][c:7]2[c:8]1[cH:9][cH:10][c:11]([O:13][c:21]1[s:22][c:23]3[c:24]([n:25]1)[cH:26][cH:27][cH:28][cH:29]3)[cH:12]2.